describe an organic reaction: reactants, conditions, products, and yield From a dataset of the Open Reaction Database (ORD), a public repository of structured organic reaction records. Solvent: C1=CC=CC=C1 (benzene). The product is [Br-].C(C)OC(=O)C1=C(C[P+](C2=CC=CC=C2)(C2=CC=CC=C2)C2=CC=CC=C2)C=CC=C1 ((o-ethoxycarbonylbenzyl)triphenylphosphonium bromide). Reaction conditions: time 290 hour. Procedure: 20 g of the ester described under (1) above are mixed with a solution of 28 g of triphenyl phosphine in 250 ml of benzene, and the mixture is heated to boiling for about 290 hours. The precipitated phosphonium salt is sucked off and dried. As a reaction SMILES: [Br:1][CH2:2][C:3]1[CH:13]=[CH:12][CH:11]=[CH:10][C:4]=1[C:5]([O:7][CH2:8][CH3:9])=[O:6].[C:14]1([P:20]([C:27]2[CH:32]=[CH:31][CH:30]=[CH:29][CH:28]=2)[C:21]2[CH:26]=[CH:25][CH:24]=[CH:23][CH:22]=2)[CH:19]=[CH:18][CH:17]=[CH:16][CH:15]=1.[PH4+]>C1C=CC=CC=1>[Br-:1].[CH2:8]([O:7][C:5]([C:4]1[CH:10]=[CH:11][CH:12]=[CH:13][C:3]=1[CH2:2][P+:20]([C:21]1[CH:22]=[CH:23][CH:24]=[CH:25][CH:26]=1)([C:27]1[CH:32]=[CH:31][CH:30]=[CH:29][CH:28]=1)[C:14]1[CH:15]=[CH:16][CH:17]=[CH:18][CH:19]=1)=[O:6])[CH3:9] |f:4.5|. Starting materials: ester, [PH4+] (phosphonium), BrCC1=C(C(=O)OCC)C=CC=C1 (ethyl o-bromomethylbenzoate), C1(=CC=CC=C1)P(C1=CC=CC=C1)C1=CC=CC=C1 (triphenyl phosphine).